This data is from the Open Reaction Database (ORD), a public repository of structured organic reaction records. The task is: describe an organic reaction: reactants, conditions, products, and yield Reactants: C1(=CC=CC2=CC=CC=C12)C(=O)OC (methyl α-naphthoate), O (water), NN (hydrazine). Solvent: CO (methanol). Yields the product C1(=CC=CC2=CC=CC=C12)C(=O)NN (α-naphthoic acid hydrazide). Isolated yield 86.0%. RXN SMILES: [C:1]1([C:11]([O:13]C)=O)[C:10]2[C:5](=[CH:6][CH:7]=[CH:8][CH:9]=2)[CH:4]=[CH:3][CH:2]=1.O.[NH2:16][NH2:17]>CO>[C:1]1([C:11]([NH:16][NH2:17])=[O:13])[C:10]2[C:5](=[CH:6][CH:7]=[CH:8][CH:9]=2)[CH:4]=[CH:3][CH:2]=1. Reported procedure: A mixture of 21.5 g (0.116 mol) of methyl α-naphthoate, 50 ml of 80% water containing hydrazine, and 30 ml of methanol was refluxed for 3 hours and then the reaction mixture obtained was cooled to form crystals, which were recovered and washed with water to provide 19.0 g (yield 86%) of α-naphthoic acid hydrazide.